Dataset: the Open Reaction Database (ORD), a public repository of structured organic reaction records. Task: describe an organic reaction: reactants, conditions, products, and yield Reactants: Cc1nc(-c2ccc(OC3CCCCO3)cc2)cc(-c2c(Cl)ccc(Cl)c2Cl)c1C#N, ClCCl, O=C(O)C(F)(F)F. The product is Cc1nc(-c2ccc(O)cc2)cc(-c2c(Cl)ccc(Cl)c2Cl)c1C#N. As a reaction SMILES: [CH3:1][c:2]1[n:3][c:4](-[c:19]2[cH:20][cH:21][c:22]([O:25][CH:26]3[CH2:27][CH2:28][CH2:29][CH2:30][O:31]3)[cH:23][cH:24]2)[cH:5][c:6](-[c:10]2[c:11]([Cl:18])[c:12]([Cl:17])[cH:13][cH:14][c:15]2[Cl:16])[c:7]1[C:8]#[N:9].[Cl:39][CH2:40][Cl:41].[F:32][C:33]([F:34])([F:35])[C:36]([OH:37])=[O:38]>>[CH3:1][c:2]1[n:3][c:4](-[c:19]2[cH:20][cH:21][c:22]([OH:25])[cH:23][cH:24]2)[cH:5][c:6](-[c:10]2[c:11]([Cl:18])[c:12]([Cl:17])[cH:13][cH:14][c:15]2[Cl:16])[c:7]1[C:8]#[N:9].